This data is from the Open Reaction Database (ORD), a public repository of structured organic reaction records. The task is: describe an organic reaction: reactants, conditions, products, and yield Starting materials: FC=1C(=C(C=CC1F)[C@@H](C[C@@](C=O)(C(F)(F)F)O)CC)OC ((2R*,4R*)-4-(3,4-difluoro-2-methoxyphenyl)-2-hydroxy-2-(trifluoromethyl)hexanal), NC1=C2C=NNC(C2=CC=C1)=O (5-aminophthalazin-1-one). Reagents/catalysts: CC(C)([O-])C.CC(C)([O-])C.CC(C)([O-])C.CC(C)([O-])C.[Ti+4] (titanium tetra-tert-butoxide). The product is FC=1C(=C(C=CC1F)[C@@H](C[C@@](C=NC1=C2C=NNC(C2=CC=C1)=O)(C(F)(F)F)O)CC)OC (5-{[(2R*,4R*)-4-(3,4-difluoro-2-methoxyphenyl)-2-hydroxy-2-(trifluoromethyl)hexylidene]amino}phthalazin-1-one). RXN SMILES: [F:1][C:2]1[C:3]([O:21][CH3:22])=[C:4]([C@H:9]([CH2:19][CH3:20])[CH2:10][C@:11]([OH:18])([C:14]([F:17])([F:16])[F:15])[CH:12]=O)[CH:5]=[CH:6][C:7]=1[F:8].[NH2:23][C:24]1[CH:33]=[CH:32][CH:31]=[C:30]2[C:25]=1[CH:26]=[N:27][NH:28][C:29]2=[O:34]>CC(C)([O-])C.CC(C)([O-])C.CC(C)([O-])C.CC(C)([O-])C.[Ti+4]>[F:1][C:2]1[C:3]([O:21][CH3:22])=[C:4]([C@H:9]([CH2:19][CH3:20])[CH2:10][C@:11]([OH:18])([C:14]([F:17])([F:16])[F:15])[CH:12]=[N:23][C:24]2[CH:33]=[CH:32][CH:31]=[C:30]3[C:25]=2[CH:26]=[N:27][NH:28][C:29]3=[O:34])[CH:5]=[CH:6][C:7]=1[F:8] |f:2.3.4.5.6|. Procedure: In the same way as in Example 29, 372 mg (1.14 mmol) of (2R*,4R*)-4-(3,4-difluoro-2-methoxyphenyl)-2-hydroxy-2-(trifluoromethyl)hexanal, 200 mg (1.14 mmol) of 5-aminophthalazin-1-one and 0.36 ml of titanium tetra-tert-butoxide are reacted to give 5-{[(2R*,4R*)-4-(3,4-difluoro-2-methoxyphenyl)-2-hydroxy-2-(trifluoromethyl)hexylidene]amino}phthalazin-1-one. 560 mg of crude imine are cyclized in the same way as in Example 29 at −30° C. with 11.8 ml (11.8 mmol) of 1 M boron tribromide solution to gi... Yields the product CC(C)(C)OCc1c(Br)n(COCC[Si](C)(C)C)c2cnn(COCC[Si](C)(C)C)c(=O)c12. Reactants: C[Si](C)(C)CCOCn1ncc2c(c(CBr)c(Br)n2COCC[Si](C)(C)C)c1=O, CN(C)C=O, CC(C)(C)[O-], [Na+], O. As a reaction SMILES: [Br:6][c:7]1[c:8]([CH2:33][Br:34])[c:9]2[c:10]([cH:11][n:12][n:13]([CH2:16][O:17][CH2:18][CH2:19][Si:20]([CH3:21])([CH3:22])[CH3:23])[c:14]2=[O:15])[n:24]1[CH2:25][O:26][CH2:27][CH2:28][Si:29]([CH3:30])([CH3:31])[CH3:32].[CH3:1][N:2]([CH3:3])[CH:4]=[O:5].[CH3:35][C:36]([CH3:37])([O-:38])[CH3:39].[Na+:40].[OH2:41]>>[Br:6][c:7]1[c:8]([CH2:33][O:38][C:36]([CH3:35])([CH3:37])[CH3:39])[c:9]2[c:10]([cH:11][n:12][n:13]([CH2:16][O:17][CH2:18][CH2:19][Si:20]([CH3:21])([CH3:22])[CH3:23])[c:14]2=[O:15])[n:24]1[CH2:25][O:26][CH2:27][CH2:28][Si:29]([CH3:30])([CH3:31])[CH3:32]. Reactants: O=C(C(=NO)c1ccnc(Cl)c1)c1ccc(F)cc1, O=C(Cc1ccnc(F)c1)c1ccc(F)cc1. Yields the product O=C(C(=NO)c1ccnc(F)c1)c1ccc(F)cc1. As a reaction SMILES: [Cl:18][c:19]1[cH:20][c:21]([C:22]([C:23]([c:24]2[cH:25][cH:26][c:27]([F:28])[cH:29][cH:30]2)=[O:31])=[N:35][OH:36])[cH:32][cH:33][n:34]1.[F:1][c:2]1[cH:3][cH:4][c:5]([C:8]([CH2:9][c:10]2[cH:11][c:12]([F:16])[n:13][cH:14][cH:15]2)=[O:17])[cH:6][cH:7]1>>[F:1][c:2]1[cH:3][cH:4][c:5]([C:8]([C:9]([c:10]2[cH:11][c:12]([F:16])[n:13][cH:14][cH:15]2)=[N:35][OH:36])=[O:17])[cH:6][cH:7]1. Yield: 77.8%. Reaction conditions: time 1 hour. As a reaction SMILES: [CH3:1][CH:2]1[CH2:10][C:9]2[C:4](=[CH:5][CH:6]=[CH:7][CH:8]=2)[CH:3]1[NH2:11].[Cl:12][CH2:13][CH2:14][N:15]=[C:16]=[O:17]>C(OCC)C>[Cl:12][CH2:13][CH2:14][NH:15][C:16]([NH:11][CH:3]1[C:4]2[C:9](=[CH:8][CH:7]=[CH:6][CH:5]=2)[CH2:10][CH:2]1[CH3:1])=[O:17]. The reactants are CC1C(C2=CC=CC=C2C1)N (2-methylindanylamine), ClCCN=C=O (2-chloroethyl isocyanate). Product: ClCCNC(=O)NC1C(CC2=CC=CC=C12)C ([(2-chloro-ethyl)amino]-N-(2-methylindanyl)carboxamide). Solvent: C(C)OCC (diethyl ether). Procedure: To a stirred mixture of 0.9 gram (0.0061 mole) of 2-methylindanylamine (known compound) in 20 mL of diethyl ether was added 0.53 gram (0.0062 mole) of 2-chloroethyl isocyanate. The reaction mixture was stirred for one hour at which time it was filtered. The filter cake was rinsed with diethyl ether, then was dried under reduced pressure to yield 1.2 grams of [(2-chloro-ethyl)amino]-N-(2-methylindanyl)carboxamide as a solid, melting point 105-106° C. The NMR spectrum was consistent with the propo... Starting materials: [H-].[Na+] (NaH), C(CCCCC)N1C(=C(C2=CC(=CC=C12)O)CC(=O)N)C (1-Hexyl-5-hydroxy-2-methyl-1H-indole-3-acetamide), BrCCCC(=O)OCC (ethyl 4-bromobutyrate). Run in O (water), CN(C)C=O (DMF). Run at time 1 hour. Yields the product C(C)OC(CCCOC=1C=C2C(=C(N(C2=CC1)CCCCCC)C)CC(=O)N)=O (4-[[3-(2-amino-2-oxoethyl)-1-hexyl-2-methyl-1-H-indol-5-yl]oxy]butanoic acid ethyl ester). Isolated yield 53.0%. Reaction SMILES: [CH2:1]([N:7]1[C:15]2[C:10](=[CH:11][C:12]([OH:16])=[CH:13][CH:14]=2)[C:9]([CH2:17][C:18]([NH2:20])=[O:19])=[C:8]1[CH3:21])[CH2:2][CH2:3][CH2:4][CH2:5][CH3:6].[H-].[Na+].Br[CH2:25][CH2:26][CH2:27][C:28]([O:30][CH2:31][CH3:32])=[O:29]>CN(C=O)C.O>[CH2:31]([O:30][C:28](=[O:29])[CH2:27][CH2:26][CH2:25][O:16][C:12]1[CH:11]=[C:10]2[C:15](=[CH:14][CH:13]=1)[N:7]([CH2:1][CH2:2][CH2:3][CH2:4][CH2:5][CH3:6])[C:8]([CH3:21])=[C:9]2[CH2:17][C:18]([NH2:20])=[O:19])[CH3:32] |f:1.2|. Procedure details: 1-Hexyl-5-hydroxy-2-methyl-1H-indole-3-acetamide (230 mg, 0.8 mmol) was dissolved in 10 mL of DMF and 26 mg (0.8 mmol) of 60% NaH/mineral oil added. The mixture was stirred for 1 hour, 0.115 mL (0.8 mmol) of ethyl 4-bromobutyrate added and stirring continued for 96 hours. The mixture was diluted with water, extracted with ethyl acetate, the ethyl acetate washed with water and dried (Na2SO4). The solution was concentrated at reduced pressure and the residue chromatographed on silica gel (eluted w... As a reaction SMILES: [Cl:15][c:16]1[cH:17][n:18][c:19](=[O:22])[nH:20][cH:21]1.[Cl:1][CH2:2][O:3][c:4]1[cH:5][c:6]([C:10]([F:11])([F:12])[F:13])[cH:7][cH:8][cH:9]1.[Cl:23][CH2:24][Cl:25].[ClH:14]>>[CH2:2]([O:3][c:4]1[cH:5][c:6]([C:10]([F:11])([F:12])[F:13])[cH:7][cH:8][cH:9]1)[n:20]1[c:19](=[O:22])[n:18][cH:17][c:16]([Cl:15])[cH:21]1. The product is O=c1ncc(Cl)cn1COc1cccc(C(F)(F)F)c1. Reactants: O=c1ncc(Cl)c[nH]1, FC(F)(F)c1cccc(OCCl)c1, ClCCl, Cl. Starting materials: CCO, Cl, O=CN1CCC(c2nsc3cc(F)ccc23)CC1, [Na+], [OH-], O. Yields the product Fc1ccc2c(C3CCNCC3)nsc2c1. RXN SMILES: [CH3:20][CH2:21][OH:22].[ClH:19].[F:1][c:2]1[cH:3][c:4]2[c:5]([c:6]([CH:9]3[CH2:10][CH2:11][N:12]([CH:15]=[O:16])[CH2:13][CH2:14]3)[n:7][s:8]2)[cH:17][cH:18]1.[Na+:24].[OH-:23].[OH2:25]>>[F:1][c:2]1[cH:3][c:4]2[c:5]([c:6]([CH:9]3[CH2:10][CH2:11][NH:12][CH2:13][CH2:14]3)[n:7][s:8]2)[cH:17][cH:18]1. Reactants: C(#N)[BH3-].[Na+] (Sodium cyanoborohydride), O=CCCCCCN1C(=O)N(C=2N=CN(C2C1=O)C)C (1-(6-oxohexyl)-3,7-dimethylxanthine), C(CCCCCCCCCC)N (undecylamine), Cl (hydrochloric acid), [Cl-].[NH4+] (ammonium chloride), [OH-].[NH4+] (ammonium hydroxide). The solvent is O1CCCC1 (tetrahydrofuran), CO (methanol). Run at time 48 hour. Product: C(CCCCCCCCCC)NC(CCCCN1C(=O)N(C=2N=CN(C2C1=O)C)C)C (1-[5-(Undecylamino)hexyl]-3,7-dimethylxanthine). The yield is 87.6%. As a reaction SMILES: C([BH3-])#N.[Na+].O=[CH:6][CH2:7][CH2:8][CH2:9][CH2:10][CH2:11][N:12]1[C:21](=[O:22])[C:20]2[N:19]([CH3:23])[CH:18]=[N:17][C:16]=2[N:15]([CH3:24])[C:13]1=[O:14].[CH2:25]([NH2:36])[CH2:26][CH2:27][CH2:28][CH2:29][CH2:30][CH2:31][CH2:32][CH2:33][CH2:34][CH3:35].Cl.[Cl-].[NH4+].[OH-].[NH4+]>O1CCCC1.CO>[CH2:25]([NH:36][CH:7]([CH3:6])[CH2:8][CH2:9][CH2:10][CH2:11][N:12]1[C:21](=[O:22])[C:20]2[N:19]([CH3:23])[CH:18]=[N:17][C:16]=2[N:15]([CH3:24])[C:13]1=[O:14])[CH2:26][CH2:27][CH2:28][CH2:29][CH2:30][CH2:31][CH2:32][CH2:33][CH2:34][CH3:35] |f:0.1,5.6,7.8|. Procedure details: Sodium cyanoborohydride (63 mg, 1.0 mmol) was added to a mixture of 1-(6-oxohexyl)-3,7-dimethylxanthine (150 mg, 0.5 mmol), undecylamine (0.43 mL, 2.5 mmol), 38% aqueous hydrochloric acid solution (0.2 mL, 2.5 mmol), methanol (5 mL), and tetrahydrofuran (5 mL). The resulting mixture was stirred for 48 hours. Saturated aqueous ammonium chloride solution (20 mL) was added to the stirred mixture, followed by an additional 20 minutes of stirring and addition of 30% aqueous ammonium hydroxide solutio... Starting materials: C1CCOC1, Cc1nn(CC2COC(C)(C)O2)c(C)c1I, COB1OC(C)(C)C(C)(C)O1, CC(C)[Mg+], [Cl-]. Product: Cc1nn(CC2COC(C)(C)O2)c(C)c1B1OC(C)(C)C(C)(C)O1. Reaction SMILES: [CH2:17]1[O:18][CH2:19][CH2:20][CH2:21]1.[CH3:1][C:2]1([CH3:16])[O:3][CH2:4][CH:5]([CH2:7][n:8]2[n:9][c:10]([CH3:15])[c:11]([I:14])[c:12]2[CH3:13])[O:6]1.[CH3:27][O:28][B:29]1[O:30][C:31]([CH3:36])([CH3:37])[C:32]([CH3:34])([CH3:35])[O:33]1.[CH:23]([Mg+:24])([CH3:25])[CH3:26].[Cl-:22]>>[CH3:1][C:2]1([CH3:16])[O:3][CH2:4][CH:5]([CH2:7][n:8]2[n:9][c:10]([CH3:15])[c:11]([B:29]3[O:30][C:31]([CH3:36])([CH3:37])[C:32]([CH3:34])([CH3:35])[O:33]3)[c:12]2[CH3:13])[O:6]1.